From a dataset of the Open Reaction Database (ORD), a public repository of structured organic reaction records. describe an organic reaction: reactants, conditions, products, and yield Starting materials: [BH4-], Cc1nc2c(cc1C=O)CC1CN(C(=O)OC(C)(C)C)CC(C)N21, O=C([O-])O, CO, [Na+], [Na+]. The product is Cc1nc2c(cc1CO)CC1CN(C(=O)OC(C)(C)C)CC(C)N21. As a reaction SMILES: [BH4-:25].[C:1]([CH3:2])([CH3:3])([CH3:4])[O:5][C:6](=[O:7])[N:8]1[CH2:9][CH:10]2[CH2:11][c:12]3[cH:13][c:14]([CH:23]=[O:24])[c:15]([CH3:22])[n:16][c:17]3[N:18]2[CH:19]([CH3:21])[CH2:20]1.[C:27](=[O:28])([OH:29])[O-:30].[CH3:32][OH:33].[Na+:26].[Na+:31]>>[C:1]([CH3:2])([CH3:3])([CH3:4])[O:5][C:6](=[O:7])[N:8]1[CH2:9][CH:10]2[CH2:11][c:12]3[cH:13][c:14]([CH2:23][OH:24])[c:15]([CH3:22])[n:16][c:17]3[N:18]2[CH:19]([CH3:21])[CH2:20]1. Starting materials: COC(=O)c1ccccc1, [Li]CCCC, COP(C)(=O)OC, CCCCCC, CC(=O)O, C1CCOC1, O=[PH]([O-])[O-]. RXN SMILES: [C:17]([c:18]1[cH:19][cH:20][cH:21][cH:22][cH:23]1)(=[O:24])[O:25][CH3:26].[CH2:12]([Li:13])[CH2:14][CH2:15][CH3:16].[CH3:1][P:2]([O:3][CH3:4])([O:5][CH3:6])=[O:7].[CH3:32][CH2:33][CH2:34][CH2:35][CH2:36][CH3:37].[CH3:38][C:39](=[O:40])[OH:41].[O:27]1[CH2:28][CH2:29][CH2:30][CH2:31]1.[PH:8](=[O:9])([O-:10])[O-:11]>>[CH2:1]([P:2]([O:3][CH3:4])([O:5][CH3:6])=[O:7])[C:17]([c:18]1[cH:19][cH:20][cH:21][cH:22][cH:23]1)=[O:24]. Product: COP(=O)(CC(=O)c1ccccc1)OC. Reactants: NC1=NC2=CC=C(C(=C2C(=N1)N)Cl)C1=C(C=CC(=C1)Cl)O (2,4-diamino-5-chloro-6-(5-chloro-2-hydroxyphenyl)quinazoline), Cl.N1=C(C=CC=C1)CCl (pyridin-2-ylmethyl chloride hydrochloride), C([O-])([O-])=O.[K+].[K+] (potassium carbonate). The solvent is CN(C=O)C (N,N-dimethylformamide). Reaction conditions: time 2 hour. Yields the product NC1=NC2=CC=C(C(=C2C(=N1)N)Cl)C1=C(C=CC(=C1)Cl)OCC1=NC=CC=C1 (2,4-diamino-5-chloro-6-[5-chloro-2-(pyridin-2-ylmethoxy)phenyl]quinazoline). Isolated yield 72.8%. As a reaction SMILES: [NH2:1][C:2]1[N:11]=[C:10]([NH2:12])[C:9]2[C:4](=[CH:5][CH:6]=[C:7]([C:14]3[CH:19]=[C:18]([Cl:20])[CH:17]=[CH:16][C:15]=3[OH:21])[C:8]=2[Cl:13])[N:3]=1.Cl.[N:23]1[CH:28]=[CH:27][CH:26]=[CH:25][C:24]=1[CH2:29]Cl.C(=O)([O-])[O-].[K+].[K+]>CN(C)C=O>[NH2:1][C:2]1[N:11]=[C:10]([NH2:12])[C:9]2[C:4](=[CH:5][CH:6]=[C:7]([C:14]3[CH:19]=[C:18]([Cl:20])[CH:17]=[CH:16][C:15]=3[O:21][CH2:29][C:24]3[CH:25]=[CH:26][CH:27]=[CH:28][N:23]=3)[C:8]=2[Cl:13])[N:3]=1 |f:1.2,3.4.5|. Reported procedure: Under a nitrogen atmosphere, a stirred solution of 0.5 gram (0.002 mole) of 2,4-diamino-5-chloro-6-(5-chloro-2-hydroxyphenyl)quinazoline, 0.3 gram (0.002 mole) of pyridin-2-ylmethyl chloride hydrochloride, and 0.5 gram (0.004 mole) of potassium carbonate in 5 mL of N,N-dimethylformamide was heated at 60° C. for about 24 hours. After this time, the reaction mixture was concentrated under reduced pressure to a residue. The residue was taken up in 100 mL of water and was stirred for about 2 hours. ... Reactants: CO (methanol), Cl (HCl), N(=C=S)C1=CC(=C(C#N)C=C1)C(F)(F)F (4-isothiocyanato-2-trifluoromethylbenzonitrile), CC(C#N)(C)NC1=CC=C(C=C1)C (2-methyl-2-(4-methylphenyl)aminopropanenitrile). Run in CN(C)C=O (DMF), O (water). Reaction conditions: time 36 hour. Yields the product CC1=CC=C(C=C1)N1C(N(C(C1(C)C)=O)C1=CC(=C(C#N)C=C1)C(F)(F)F)=S (4-[3-(4-methylphenyl)-4,4-dimethyl-5-oxo-2-thioxoimidazolidin-1-yl]-2-trifluoromethylbenzonitrile). RXN SMILES: [N:1]([C:4]1[CH:11]=[CH:10][C:7]([C:8]#[N:9])=[C:6]([C:12]([F:15])([F:14])[F:13])[CH:5]=1)=[C:2]=[S:3].[CH3:16][C:17]([NH:21][C:22]1[CH:27]=[CH:26][C:25]([CH3:28])=[CH:24][CH:23]=1)([CH3:20])[C:18]#N.C[OH:30].Cl>CN(C=O)C.O>[CH3:28][C:25]1[CH:26]=[CH:27][C:22]([N:21]2[C:17]([CH3:16])([CH3:20])[C:18](=[O:30])[N:1]([C:4]3[CH:11]=[CH:10][C:7]([C:8]#[N:9])=[C:6]([C:12]([F:13])([F:15])[F:14])[CH:5]=3)[C:2]2=[S:3])=[CH:23][CH:24]=1. Reported procedure: A mixture of 1a (0.547 g, 2.4 mmol) and 5a (0.348 g, 2 mmol) in dry DMF (0.6 ml) was stirred for 36 h. To this mixture were added methanol (20 ml) and 2N HCl (5 ml). The second mixture was refluxed for 6 h. After being cooled to room temperature, the reaction mixture was poured into cold water (30 ml) and extracted with ethyl acetate (40 ml). The organic layer was dried over MgSO4, concentrated and chromatographed (dichloromethane) to yield 4-[3-(4-methylphenyl)-4,4-dimethyl-5-oxo-2-thioxoimidaz... Reactants: Brc1nccs1, BrCCBr, C1CCOC1, C=C, COC(=O)c1cc(I)cc(-c2ccc(C)cc2)c1, C[Si](C)(C)Cl, [Zn], c1ccc(P(c2ccccc2)(c2ccccc2)[Pd](P(c2ccccc2)(c2ccccc2)c2ccccc2)(P(c2ccccc2)(c2ccccc2)c2ccccc2)P(c2ccccc2)(c2ccccc2)c2ccccc2)cc1. Product: COC(=O)c1cc(-c2ccc(C)cc2)cc(-c2nccs2)c1. As a reaction SMILES: [Br:12][c:13]1[s:14][cH:15][cH:16][n:17]1.[Br:1][CH2:2][CH2:3][Br:4].[CH2:36]1[O:37][CH2:38][CH2:39][CH2:40]1.[CH2:5]=[CH2:6].[CH3:18][O:19][C:20](=[O:21])[c:22]1[cH:23][c:24](-[c:29]2[cH:30][cH:31][c:32]([CH3:35])[cH:33][cH:34]2)[cH:25][c:26]([I:28])[cH:27]1.[CH3:7][Si:8]([Cl:9])([CH3:10])[CH3:11].[Zn:41].[cH:42]1[cH:43][cH:44][c:45]([P:46]([Pd:47]([P:48]([c:49]2[cH:50][cH:51][cH:52][cH:53][cH:54]2)([c:55]2[cH:56][cH:57][cH:58][cH:59][cH:60]2)[c:61]2[cH:62][cH:63][cH:64][cH:65][cH:66]2)([P:67]([c:68]2[cH:69][cH:70][cH:71][cH:72][cH:73]2)([c:74]2[cH:75][cH:76][cH:77][cH:78][cH:79]2)[c:80]2[cH:81][cH:82][cH:83][cH:84][cH:85]2)[P:86]([c:87]2[cH:88][cH:89][cH:90][cH:91][cH:92]2)([c:93]2[cH:94][cH:95][cH:96][cH:97][cH:98]2)[c:99]2[cH:100][cH:101][cH:102][cH:103][cH:104]2)([c:105]2[cH:106][cH:107][cH:108][cH:109][cH:110]2)[c:111]2[cH:112][cH:113][cH:114][cH:115][cH:116]2)[cH:117][cH:118]1>>[c:13]1(-[c:26]2[cH:25][c:24](-[c:29]3[cH:30][cH:31][c:32]([CH3:35])[cH:33][cH:34]3)[cH:23][c:22]([C:20]([O:19][CH3:18])=[O:21])[cH:27]2)[s:14][cH:15][cH:16][n:17]1.